From a dataset of the Open Reaction Database (ORD), a public repository of structured organic reaction records. describe an organic reaction: reactants, conditions, products, and yield Reactants: Cc1ccccc1, O=C(c1ccc(Cl)c(Cl)c1)C1CCNCC1, O, OCCO, Cc1ccc(S(=O)(=O)O)cc1. Product: Clc1ccc(C2(C3CCNCC3)OCCO2)cc1Cl. As a reaction SMILES: [CH3:33][c:34]1[cH:35][cH:36][cH:37][cH:38][cH:39]1.[Cl:1][c:2]1[cH:3][c:4]([C:5](=[O:6])[CH:7]2[CH2:8][CH2:9][NH:10][CH2:11][CH2:12]2)[cH:13][cH:14][c:15]1[Cl:16].[OH2:21].[OH:17][CH2:18][CH2:19][OH:20].[c:22]1([CH3:23])[cH:24][cH:25][c:26]([S:27]([OH:28])(=[O:29])=[O:30])[cH:31][cH:32]1>>[Cl:1][c:2]1[cH:3][c:4]([C:5]2([CH:7]3[CH2:8][CH2:9][NH:10][CH2:11][CH2:12]3)[O:6][CH2:19][CH2:18][O:17]2)[cH:13][cH:14][c:15]1[Cl:16]. Starting materials: Cl.C1(=CC=CC=C1)NN (Phenyl hydrazine hydrochloride), Cl.CN1CCC(CC1)=O (1-methylpiperidin-4-one hydrochloride). Solvent: CCO (EtOH). Reaction conditions: temperature 85 celsius, time 8 hour. Yields the product CN1CC2=C(NC=3C=CC=CC23)CC1 (2-methyl-2,3,4,5-tetrahydro-1H-pyrido[4,3-b]indole). As a reaction SMILES: Cl.[C:2]1([NH:8]N)[CH:7]=[CH:6][CH:5]=[CH:4][CH:3]=1.Cl.[CH3:11][N:12]1[CH2:17][CH2:16][C:15](=O)[CH2:14][CH2:13]1>CCO>[CH3:11][N:12]1[CH2:17][CH2:16][C:15]2[NH:8][C:2]3[CH:7]=[CH:6][CH:5]=[CH:4][C:3]=3[C:14]=2[CH2:13]1 |f:0.1,2.3|. Reported procedure: Phenyl hydrazine hydrochloride (1 equiv.) and 1-methylpiperidin-4-one hydrochloride (0.76-1.4 equiv.) is dissolved in EtOH and stirred at 80-90° C. overnight. The reaction is monitored by TLC. Upon completion, the reaction mixture is cooled to RT and the solvent is evaporated to dryness. The residue is dissolved in EtOAc and washed with a saturated sodium bicarbonate solution. The organic layer is dried over anhydrous sodium sulfate and evaporated to dryness to afford 2-methyl-2,3,4,5-tetrahydro... The product is OC1N(C(C2=NC=CC=C21)=O)C2=CC=CC=C2 (5,6-Dihydro-5-hydroxy-6-phenyl-7H-pyrrolo-[3,4-b]pyridin-7-one). The solvent is CCCCCC (hexane), O1CCCC1 (tetrahydrofuran). As a reaction SMILES: [C:1]1([NH:7][C:8]([C:10]2[CH:15]=[CH:14][CH:13]=[CH:12][N:11]=2)=[O:9])[CH:6]=[CH:5][CH:4]=[CH:3][CH:2]=1.C([Li])CCC.[CH:21](OC)=[O:22]>CCCCCC.O1CCCC1>[OH:22][CH:21]1[C:15]2[C:10](=[N:11][CH:12]=[CH:13][CH:14]=2)[C:8](=[O:9])[N:7]1[C:1]1[CH:2]=[CH:3][CH:4]=[CH:5][CH:6]=1. Conditions: time 1 hour. Procedure: To a solution of N-phenyl-2-pyridinecarboxamide (1.00 g) in dry tetrhydrofuran (20 mL) under N2 atmosphere at -78° C., was added n-butyllithium in hexane (4.0 mL, 2.5M). This mixture was allowed to stir for one hour. Methyl formate (0.62 mL) in dry tetrahydrofuran (5 mL) was added rapidly dropwise. After addition, the cold bath was removed and the mixture warmed to room temperature over two hours. The reaction was quenched with water and the tetrahydrofuran was evaporated in vacuo. The residue w... Reactants: C1(=CC=CC=C1)NC(=O)C1=NC=CC=C1 (N-phenyl-2-pyridinecarboxamide), C(CCC)[Li] (n-butyllithium), C(=O)OC (Methyl formate). Starting materials: C1(CCC1)=O (cyclobutanone), [Cl-].[NH4+] (ammonium chloride), [H-].[Na+] (Sodium hydride), COC(=O)CP(=O)(OC)OC (trimethyl phosphonoacetate). The solvent is O1CCCC1 (tetrahydrofuran), O1CCCC1 (tetrahydrofuran). Reaction conditions: time 1 hour. The product is C1(CCC1)=CC(=O)OC (Methyl cyclobutylideneacetate). As a reaction SMILES: [H-].[Na+].[CH3:3][O:4][C:5]([CH2:7]P(OC)(OC)=O)=[O:6].[C:14]1(=O)[CH2:17][CH2:16][CH2:15]1.[Cl-].[NH4+]>O1CCCC1>[C:14]1(=[CH:7][C:5]([O:4][CH3:3])=[O:6])[CH2:17][CH2:16][CH2:15]1 |f:0.1,4.5|. Procedure: Sodium hydride (>65% oil, 3.62 g, 95 mmol) was added to a tetrahydrofuran solution (200 mL) of trimethyl phosphonoacetate (18.21 g, 100 mmol) under ice cooling, and the mixture was stirred for 1 hour. To the reaction solution, a tetrahydrofuran solution (50 mL) of cyclobutanone (5.00 g, 71.4 mmol) was added dropwise, and the mixture was then brought to room temperature and stirred for 1.5 hours. To the reaction solution, a saturated aqueous solution of ammonium chloride was added, followed by ex... Starting materials: S1C=C(C=C1)C(C(=O)O)C(=O)O (2-(3-thienyl)malonic acid), NC1[C@@H]2N(C(C(S2)(C)C)C2=NN=NN2)C1=O (6-amino-2,2-dimethyl-3-(5-tetrazolyl)penam). The product is C(=O)(O)C(C(=O)NC1[C@@H]2N(C(C(S2)(C)C)C2=NN=NN2)C1=O)C1=CSC=C1 (6-(2-carboxy-2-[3-thienyl]acetamido)-2,2-dimethyl-3-(5-tetrazolyl)penam). The yield is 67.0%. RXN SMILES: [S:1]1[CH:5]=[CH:4][C:3]([CH:6]([C:10]([OH:12])=[O:11])[C:7]([OH:9])=O)=[CH:2]1.[NH2:13][CH:14]1[C:27](=[O:28])[N:16]2[CH:17]([C:22]3[NH:26][N:25]=[N:24][N:23]=3)[C:18]([CH3:21])([CH3:20])[S:19][C@H:15]12>>[C:10]([CH:6]([C:3]1[CH:4]=[CH:5][S:1][CH:2]=1)[C:7]([NH:13][CH:14]1[C:27](=[O:28])[N:16]2[CH:17]([C:22]3[NH:23][N:24]=[N:25][N:26]=3)[C:18]([CH3:20])([CH3:21])[S:19][C@H:15]12)=[O:9])([OH:12])=[O:11]. Reported procedure: (2.69 mmole) of 2-(3-thienyl)malonic acid (British Pat. No. 1,125,557) with 645 mg. (2.69 mmole) of 6-amino-2,2-dimethyl-3-(5-tetrazolyl)penam, according to the procedure of Example CXLVII, affords 810 mg. (67% yield) of 6-(2-carboxy-2-[3-thienyl]acetamido)-2,2-dimethyl-3-(5-tetrazolyl)penam as its disodium salt. The infrared spectrum of the product KBr disc) shows absorptions at 1775 cm-1 (β-lactam), 1670 cm-1 (amide I), 1620 cm-1 (carboxylate) and 1525 cm-1 (amide II). The NMR spectrum (D2O) s... RXN SMILES: [F:1][C:2]([F:24])([F:23])[C:3]1[CH:8]=[CH:7][C:6]([C:9]2[C:10]3[C:15]([CH:16]=[C:17]4[C:22]=2[CH:21]=[CH:20][CH:19]=[CH:18]4)=[CH:14][CH:13]=[CH:12][CH:11]=3)=[CH:5][CH:4]=1.[Br:25]Br.S([O-])([O-])(=O)=S.[Na+].[Na+]>C(Cl)(Cl)(Cl)Cl>[Br:25][C:16]1[C:17]2[C:22]([C:9]([C:6]3[CH:5]=[CH:4][C:3]([C:2]([F:23])([F:24])[F:1])=[CH:8][CH:7]=3)=[C:10]3[C:15]=1[CH:14]=[CH:13][CH:12]=[CH:11]3)=[CH:21][CH:20]=[CH:19][CH:18]=2 |f:2.3.4|. The product is BrC=1C2=CC=CC=C2C(=C2C=CC=CC12)C1=CC=C(C=C1)C(F)(F)F (9-bromo-10-(4-trifluoromethylphenyl)anthracene). Starting materials: FC(C1=CC=C(C=C1)C=1C2=CC=CC=C2C=C2C=CC=CC12)(F)F (9-(4-trifluoromethylphenyl)anthracene), BrBr (bromine), S(=S)(=O)([O-])[O-].[Na+].[Na+] (sodium thiosulfate). Procedure details: 5.7 g (18 mmol) of 9-(4-trifluoromethylphenyl)anthracene and 90 mL of carbon tetrachloride were put into a 500-mL three-neck flask and stirred. A solution in which 3.2 g (20 mmol) of bromine was dissolved in 10 mL of carbon tetrachloride was dropped into the above solution through a dropping funnel. After that, the solution was stirred at the room temperature for 1 hour, and a sodium thiosulfate aqueous solution was added to the reaction solution to complete the reaction. A water layer of the re... Solvent: C(Cl)(Cl)(Cl)Cl (carbon tetrachloride), C(Cl)(Cl)(Cl)Cl (carbon tetrachloride). As a reaction SMILES: [CH:1]1[C:6]([C:7](/[C:9](/Cl)=[N:10]/[OH:11])=[O:8])=[CH:5][CH:4]=[C:3]([Cl:13])[CH:2]=1>CC(C#C)CO>[Cl:13][C:3]1[CH:4]=[CH:5][C:6]([C:7]([C:9]2[CH:4]=[C:5]([CH:6]([CH3:1])[CH2:7][OH:8])[O:11][N:10]=2)=[O:8])=[CH:1][CH:2]=1. Reactants: C1=CC(=CC=C1C(=O)/C(=N/O)/Cl)Cl (4-chlorophenylglyoxylohydroxamyl chloride). Procedure details: A solution of 8.7 g of 4-chlorophenylglyoxylohydroxamyl chloride in 16.7 g of 2-methyl-3-butyn-1-ol was refluxed under N2 for 3 hours. The resulting mixture was concentrated under reduced pressure to give 13.5 g of an oil. This material was purified by high pressure liquid chromatography with 5% ethyl acetate/CH2Cl2 used as an eluent to give 6.3 g (59%) of an oil which solidified on standing, m.p. 49°-51°. Run in CC(CO)C#C (2-methyl-3-butyn-1-ol). Isolated yield 254.7%. Yields the product ClC1=CC=C(C(=O)C2=NOC(=C2)C(CO)C)C=C1 (2-[3-(4-Chlorobenzoyl)isoxazol-5-yl]propan-1-ol).